From a dataset of the Open Reaction Database (ORD), a public repository of structured organic reaction records. describe an organic reaction: reactants, conditions, products, and yield The reactants are CCOc1ccc(CC(C(=O)OC)C(=O)OC)cc1CO, O=C=Nc1ccc(F)cc1F. The product is CCOc1ccc(CC(C(=O)OC)C(=O)OC)cc1COC(=O)Nc1ccc(F)cc1F. RXN SMILES: [CH2:1]([CH3:2])[O:3][c:4]1[c:5]([CH2:20][OH:21])[cH:6][c:7]([CH2:8][CH:9]([C:10](=[O:11])[O:12][CH3:13])[C:14](=[O:15])[O:16][CH3:17])[cH:18][cH:19]1.[F:22][c:23]1[c:24]([N:30]=[C:31]=[O:32])[cH:25][cH:26][c:27]([F:29])[cH:28]1>>[CH2:1]([CH3:2])[O:3][c:4]1[c:5]([CH2:20][O:21][C:31]([NH:30][c:24]2[c:23]([F:22])[cH:28][c:27]([F:29])[cH:26][cH:25]2)=[O:32])[cH:6][c:7]([CH2:8][CH:9]([C:10](=[O:11])[O:12][CH3:13])[C:14](=[O:15])[O:16][CH3:17])[cH:18][cH:19]1. The reactants are C1(=CC=C(C=C1)S(=O)(=O)Cl)C (4-toluenesulphonyl chloride), ClC1=CC=CC2=C1O[C@H](CO2)CO ((S)-8-chloro-1,4-benzodioxan-2-ylmethanol), Cl (hydrochloric acid). The solvent is N1=CC=CC=C1 (pyridine), N1=CC=CC=C1 (pyridine). Run at time 18 hour. Product: C1(=CC=C(C=C1)S(=O)(=O)OC[C@H]1COC2=C(O1)C(=CC=C2)Cl)C ((R)-8-chloro-1,4-benzodioxan-2-ylmethyl 4-toluenesulphonate). As a reaction SMILES: [C:1]1([CH3:11])[CH:6]=[CH:5][C:4]([S:7](Cl)(=[O:9])=[O:8])=[CH:3][CH:2]=1.[Cl:12][C:13]1[C:18]2[O:19][C@@H:20]([CH2:23][OH:24])[CH2:21][O:22][C:17]=2[CH:16]=[CH:15][CH:14]=1.Cl>N1C=CC=CC=1>[C:1]1([CH3:11])[CH:6]=[CH:5][C:4]([S:7]([O:24][CH2:23][C@@H:20]2[O:19][C:18]3[C:13]([Cl:12])=[CH:14][CH:15]=[CH:16][C:17]=3[O:22][CH2:21]2)(=[O:9])=[O:8])=[CH:3][CH:2]=1. Procedure details: A solution of 4-toluenesulphonyl chloride (3.15 g) in dry pyridine (15 ml) was added to a solution of (S)-8-chloro-1,4-benzodioxan-2-ylmethanol (3.32 g; prepared in a similar manner to that described above) in dry pyridine (40 ml) and the mixture stirred at ambient temperature for 18 hours, then poured onto ice and dilute hydrochloric acid added to give pH4. The mixture was extracted with dichloromethane (2×200 ml) and the combined extracts washed with brine and dried over magnesium sulphate. Th... The reactants are C[O-].COC(C=O)=O (glyoxylic acid methyl ester methyl alcoholate), C1(CCCCC1)NC(=O)N (N-cyclohexylurea), C(C)(=O)O (acetic acid). The solvent is mixture, CO (methanol). Yields the product COC1C(N(C(N1)=O)C1CCCCC1)=O (5-methoxy-3-cyclohexylhydantoin). Yield: 31.4%. RXN SMILES: C[O-].[CH3:3][O:4][C:5](=O)[CH:6]=[O:7].[CH:9]1([NH:15][C:16]([NH2:18])=[O:17])[CH2:14][CH2:13][CH2:12][CH2:11][CH2:10]1.C(O)(=O)C>CO>[CH3:3][O:4][CH:5]1[NH:18][C:16](=[O:17])[N:15]([CH:9]2[CH2:14][CH2:13][CH2:12][CH2:11][CH2:10]2)[C:6]1=[O:7] |f:0.1|. Procedure: 750 mg of glyoxylic acid methyl ester methyl alcoholate and 920 mg of N-cyclohexylurea were refluxed in 50 ml of a mixture of acetic acid and methanol (4:1) for 1 hour. After cooling, the solvent was removed by distillation and the residue was purified by column chromatography on silica gel. The obtained crude product was recrystallized from benzene to give 420 mg of 5-methoxy-3-cyclohexylhydantoin (compound 20) in the form of colorless needle crystals. The reactants are C(C)OC(=O)C1SC2=C(N(C1=O)C)C=CC=C2 (2-ethoxycarbonyl-4-methyl-2H-1,4-benzothiazin-3(4H)one), FC1=CC=C(N)C=C1 (4-fluoroaniline). Reaction conditions: time 5 hour. The product is FC1=CC=C(C=C1)NC(=O)C1SC2=C(N(C1=O)C)C=CC=C2 (2-(4-fluorophenylcarbamoyl)-4-methyl-2H-1,4-benzothiazin-3(4H)one). The yield is 31.1%. As a reaction SMILES: C(O[C:4]([CH:6]1[C:11](=[O:12])[N:10]([CH3:13])[C:9]2[CH:14]=[CH:15][CH:16]=[CH:17][C:8]=2[S:7]1)=[O:5])C.[F:18][C:19]1[CH:25]=[CH:24][C:22]([NH2:23])=[CH:21][CH:20]=1>>[F:18][C:19]1[CH:25]=[CH:24][C:22]([NH:23][C:4]([CH:6]2[C:11](=[O:12])[N:10]([CH3:13])[C:9]3[CH:14]=[CH:15][CH:16]=[CH:17][C:8]=3[S:7]2)=[O:5])=[CH:21][CH:20]=1. Reported procedure: A mixture of 2-ethoxycarbonyl-4-methyl-2H-1,4-benzothiazin-3(4H)one (2.4 g) and 4-fluoroaniline (1.59 g) was stirred for 5 hours at 180° to 185° C. After standing at room temperature, the reaction mixture was crystallized from diisopropyl ether and purified by recrystallization from diisopropyl ether to afford 0.94 g of 2-(4-fluorophenylcarbamoyl)-4-methyl-2H-1,4-benzothiazin-3(4H)one as a white crystal. Reactants: COc1ccc(CSC2CC(CO)N(C(=O)OC(C)(C)C)C2)cc1, CS(C)=O, CCN(C(C)C)C(C)C, O=C(Cl)C(=O)Cl, ClCCl. Yields the product COc1ccc(CSC2CC(C=O)N(C(=O)OC(C)(C)C)C2)cc1. Reaction SMILES: [C:11]([CH3:12])([CH3:13])([CH3:14])[O:15][C:16](=[O:17])[N:18]1[CH:19]([CH2:33][OH:34])[CH2:20][CH:21]([S:23][CH2:24][c:25]2[cH:26][cH:27][c:28]([O:31][CH3:32])[cH:29][cH:30]2)[CH2:22]1.[CH3:7][S:8]([CH3:9])=[O:10].[CH:35]([N:36]([CH2:37][CH3:38])[CH:39]([CH3:40])[CH3:41])([CH3:42])[CH3:43].[Cl:1][C:2]([C:3]([Cl:4])=[O:5])=[O:6].[Cl:44][CH2:45][Cl:46]>>[C:11]([CH3:12])([CH3:13])([CH3:14])[O:15][C:16](=[O:17])[N:18]1[CH:19]([CH:33]=[O:34])[CH2:20][CH:21]([S:23][CH2:24][c:25]2[cH:26][cH:27][c:28]([O:31][CH3:32])[cH:29][cH:30]2)[CH2:22]1. Reactants: CC1=C(C(=CC(=C1)C)C)O (2,4,6-trimethyl phenol), Br (Hydrogen bromide), [Br-] (bromide), BrBr (bromine). The solvent is C(Cl)(Cl)(Cl)Cl (carbon tetrachloride). Yields the product BrC=1C(=C(C(=C(C1C)Br)C)O)C (3,5-dibromo-2,4,6-trimethylphenol). RXN SMILES: [CH3:1][C:2]1[CH:7]=[C:6]([CH3:8])[CH:5]=[C:4]([CH3:9])[C:3]=1[OH:10].BrBr.[BrH:13].[Br-:14]>C(Cl)(Cl)(Cl)Cl>[Br:13][C:7]1[C:2]([CH3:1])=[C:3]([OH:10])[C:4]([CH3:9])=[C:5]([Br:14])[C:6]=1[CH3:8]. Procedure: A 136.2 gram portion of 2,4,6-trimethyl phenol (1 mole) is dissolved in 2 liters of carbon tetrachloride. Using a water bath for cooling, 230 ml of bromine (4.5 moles) is added at 20° C. to 26° C. over a period of 15 minutes. Hydrogen bromide gas is given off during the bromide addition, and a slurry of 3,5-dibromo-2,4,6-trimethylphenol is obtained. The temperature is increased to 70° C. to 75° C., and in the process, a solution is obtained. The solution is held at that temperature for 2 hours. ... Starting materials: C(C)OC(C(CCC1=CC=CC=C1)O)=O (2-hydroxy-4-phenylbutyric acid ethyl ester), S(=S)(=O)([O-])[O-].[Na+].[Na+] (sodium thiosulfate), C(C)OC(C(CCC1=CC=CC=C1)O)=O (2-hydroxy-4-phenylbutyric acid ethyl ester), Cl[O-].[Na+] (sodium hypochlorite), Cl (hydrochloric acid). Solvent: C(Cl)Cl (methylene chloride). Reaction conditions: temperature 6 celsius. Yields the product C(C)OC(C(CCC1=CC=CC=C1)=O)=O (2-keto-4-phenylbutyric acid ethyl ester). Isolated yield 89.9%. As a reaction SMILES: [CH2:1]([O:3][C:4](=[O:15])[CH:5]([OH:14])[CH2:6][CH2:7][C:8]1[CH:13]=[CH:12][CH:11]=[CH:10][CH:9]=1)[CH3:2].Cl[O-].[Na+].Cl.S([O-])([O-])(=O)=S.[Na+].[Na+]>C(Cl)Cl>[CH2:1]([O:3][C:4](=[O:15])[C:5](=[O:14])[CH2:6][CH2:7][C:8]1[CH:13]=[CH:12][CH:11]=[CH:10][CH:9]=1)[CH3:2] |f:1.2,4.5.6|. Procedure: A 200 ml flask was charged with a solution dissolving 20.8 g (100 mmol) of 2-hydroxy-4-phenylbutyric acid ethyl ester in methylene chloride (50 ml) and 72.6 g (purity 12.3%, 120 mmol) of sodium hypochlorite, and cooled at 6° C. To the reaction mixture was added 43 mg (0.2 mmol) of 4-acetoxy-2,2,6,6-tetramethylpiperidinyl-1-oxy and further added 10 ml (10 mmol) of 1N hydrochloric acid. The gradual exothermal reaction proceeded, and the starting material of 2-hydroxy-4-phenylbutyric acid ethyl est... Reactants: CC(C)(C)OC(=O)N(C(=O)OC(C)(C)C)N(C(=O)OC(C)(C)C)c1nc(Cl)nc(Cl)c1F, CC1CN(C)CCN1, CCOCC, CCN(C(C)C)C(C)C, Cl, Cl, CN(C)C=O. Product: CC1CN(C)CCN1c1nc(Cl)nc(N(C(=O)OC(C)(C)C)N(C(=O)OC(C)(C)C)C(=O)OC(C)(C)C)c1F. Reaction SMILES: [CH3:11][C:12]([CH3:13])([CH3:14])[O:15][C:16](=[O:17])[N:18]([N:19]([C:20](=[O:21])[O:22][C:23]([CH3:24])([CH3:25])[CH3:26])[c:27]1[n:28][c:29]([Cl:35])[n:30][c:31]([Cl:34])[c:32]1[F:33])[C:36](=[O:37])[O:38][C:39]([CH3:40])([CH3:41])[CH3:42].[CH3:3][N:4]1[CH2:5][CH:6]([CH3:10])[NH:7][CH2:8][CH2:9]1.[CH3:57][CH2:58][O:59][CH2:60][CH3:61].[CH:43]([N:44]([CH2:45][CH3:46])[CH:47]([CH3:48])[CH3:49])([CH3:50])[CH3:51].[ClH:1].[ClH:2].[O:52]=[CH:53][N:54]([CH3:55])[CH3:56]>>[CH3:3][N:4]1[CH2:5][CH:6]([CH3:10])[N:7]([c:31]2[n:30][c:29]([Cl:35])[n:28][c:27]([N:19]([N:18]([C:16]([O:15][C:12]([CH3:11])([CH3:13])[CH3:14])=[O:17])[C:36](=[O:37])[O:38][C:39]([CH3:40])([CH3:41])[CH3:42])[C:20](=[O:21])[O:22][C:23]([CH3:24])([CH3:25])[CH3:26])[c:32]2[F:33])[CH2:8][CH2:9]1. Reactants: CCC(O)(c1ccccc1)c1ccc(C#N)cc1, CCO, CCC(O)(c1ccccc1)c1ccc(CN)cc1, [NH4+], [OH-]. Yields the product CCC(O)(c1ccccc1)c1ccc(CCN)cc1. As a reaction SMILES: [C:1](#[N:2])[c:3]1[cH:4][cH:5][c:6]([C:7]([c:8]2[cH:9][cH:10][cH:11][cH:12][cH:13]2)([OH:14])[CH2:15][CH3:16])[cH:17][cH:18]1.[CH3:39][CH2:40][OH:41].[NH2:21][CH2:22][c:23]1[cH:24][cH:25][c:26]([C:27]([CH2:28][CH3:29])([OH:30])[c:31]2[cH:32][cH:33][cH:34][cH:35][cH:36]2)[cH:37][cH:38]1.[NH4+:19].[OH-:20]>>[CH2:1]([c:3]1[cH:4][cH:5][c:6]([C:7]([c:8]2[cH:9][cH:10][cH:11][cH:12][cH:13]2)([OH:14])[CH2:15][CH3:16])[cH:17][cH:18]1)[CH2:22][NH2:21].